Dataset: the Open Reaction Database (ORD), a public repository of structured organic reaction records. Task: describe an organic reaction: reactants, conditions, products, and yield The reactants are C(Br)Br (CH2Br2), COC1=C(C(=CC=C1)C1=CC=CC=C1)O (2-methoxy-6-phenyl-phenol), COC=1C=C(C=CC1)C1=C(C=CC=C1)O (2-(3′-methoxyphenyl)phenol), C1(=CC=CC=C1)C1=C(C=CC=C1)O (2-phenylphenol), C(C)[Si](C1=CC=CC2=C1OC1=C2C=CC=C1)(CC)CC (4-(Triethylsilyl)dibenzofuran). The product is COC1=CC=CC2=C1OC1=C2C=CC=C1 (4-(Methoxy)dibenzofuran). RXN SMILES: C(Br)Br.C1(C2C=CC=CC=2O)C=CC=CC=1.C([Si](CC)(CC)C1C2OC3C=CC=CC=3C=2C=CC=1)C.[CH3:37][O:38][C:39]1[CH:44]=[CH:43][CH:42]=[C:41]([C:45]2[CH:50]=[CH:49][CH:48]=[CH:47][CH:46]=2)[C:40]=1[OH:51].COC1C=C(C2C=CC=CC=2O)C=CC=1>>[CH3:37][O:38][C:39]1[C:40]2[O:51][C:50]3[CH:49]=[CH:48][CH:47]=[CH:46][C:45]=3[C:41]=2[CH:42]=[CH:43][CH:44]=1. Procedure details: The reaction was conducted according to the General Procedure by heating 4-MeO-dibenzofuran (8, 89 mg, 0.5 mmol, 1 equiv.), KOt-Bu (112 mg, 1 mmol, 2 equiv.) and Et3SiH (401 microliters, 2.5 mmol, 5 equiv.) in 2 ml of toluene for 20 hours at 100° C. After aqueous work up, the crude reaction mixture was purified by chromatography on silica using hexanes and hexanes-ether to recover unconsumed starting material 8 (3 mg, 0.015 mmol, 3%) and isolate dibenzofuran (1, 8.4 mg, 0.05 mmol, 10%; since fra... The reactants are CO, COC(=O)c1cccc(OC2CCN(C(=O)CNC(=O)c3cc(-c4ccccc4)[nH]n3)CC2)c1, [Li+], [OH-], O, O. The product is O=C(O)c1cccc(OC2CCN(C(=O)CNC(=O)c3cc(-c4ccccc4)[nH]n3)CC2)c1. Reaction SMILES: [CH3:38][OH:39].[CH3:4][O:5][C:6]([c:7]1[cH:8][c:9]([O:13][CH:14]2[CH2:15][CH2:16][N:17]([C:20]([CH2:21][NH:22][C:23](=[O:24])[c:25]3[n:26][nH:27][c:28](-[c:30]4[cH:31][cH:32][cH:33][cH:34][cH:35]4)[cH:29]3)=[O:36])[CH2:18][CH2:19]2)[cH:10][cH:11][cH:12]1)=[O:37].[Li+:2].[OH-:1].[OH2:3].[OH2:40]>>[O:5]=[C:6]([c:7]1[cH:8][c:9]([O:13][CH:14]2[CH2:15][CH2:16][N:17]([C:20]([CH2:21][NH:22][C:23](=[O:24])[c:25]3[n:26][nH:27][c:28](-[c:30]4[cH:31][cH:32][cH:33][cH:34][cH:35]4)[cH:29]3)=[O:36])[CH2:18][CH2:19]2)[cH:10][cH:11][cH:12]1)[OH:37].